From a dataset of the Open Reaction Database (ORD), a public repository of structured organic reaction records. describe an organic reaction: reactants, conditions, products, and yield Reactants: CCO, CS(C)=O, Cc1cn(-c2ccc3c(N)ncc(C#N)c3c2)c2c1C(=O)CC(C)(C)C2, [Na+], [OH-], O, OO. The product is Cc1cn(-c2ccc3c(N)ncc(C(N)=O)c3c2)c2c1C(=O)CC(C)(C)C2. Reaction SMILES: [CH3:32][CH2:33][OH:34].[CH3:35][S:36]([CH3:37])=[O:38].[NH2:1][c:2]1[n:3][cH:4][c:5]([C:25]#[N:26])[c:6]2[cH:7][c:8](-[n:12]3[cH:13][c:14]([CH3:24])[c:15]4[c:20]3[CH2:19][C:18]([CH3:21])([CH3:22])[CH2:17][C:16]4=[O:23])[cH:9][cH:10][c:11]12.[Na+:28].[OH-:27].[OH2:31].[OH:29][OH:30]>>[NH2:1][c:2]1[n:3][cH:4][c:5]([C:25]([NH2:26])=[O:27])[c:6]2[cH:7][c:8](-[n:12]3[cH:13][c:14]([CH3:24])[c:15]4[c:20]3[CH2:19][C:18]([CH3:21])([CH3:22])[CH2:17][C:16]4=[O:23])[cH:9][cH:10][c:11]12. The reactants are CCCCCCCCCCBr, CCCCCCCCCCCCOc1ccc(C(=O)OC)cc1, [K+], [K+], O=C([O-])[O-], CN(C)C=O, COC(=O)c1ccc(O)cc1. Product: CCCCCCCCCCOc1ccc(C(=O)OC)cc1. RXN SMILES: [Br:41][CH2:42][CH2:43][CH2:44][CH2:45][CH2:46][CH2:47][CH2:48][CH2:49][CH2:50][CH3:51].[CH2:1]([CH2:2][CH2:3][CH2:4][CH2:5][CH2:6][CH2:7][CH2:8][CH2:9][CH2:10][CH2:11][CH3:12])[O:13][c:14]1[cH:15][cH:16][c:17]([C:18](=[O:19])[O:20][CH3:21])[cH:22][cH:23]1.[K+:24].[K+:25].[O-:26][C:27]([O-:28])=[O:29].[O:52]=[CH:53][N:54]([CH3:55])[CH3:56].[OH:30][c:31]1[cH:32][cH:33][c:34]([C:35]([O:36][CH3:37])=[O:38])[cH:39][cH:40]1>>[CH2:1]([CH2:2][CH2:3][CH2:4][CH2:5][CH2:6][CH2:7][CH2:8][CH2:9][CH3:10])[O:13][c:14]1[cH:15][cH:16][c:17]([C:18](=[O:19])[O:20][CH3:21])[cH:22][cH:23]1. The reactants are [N+](=O)([O-])C1=CC2=C(SCCN2)C=C1 (6-nitro-3,4-dihydro-2H-benzo[b][1,4]thiazine), ClCC(=O)Cl (2-chloroacetyl chloride), Cl (hydrogen chloride), NCCO (2-aminoethanol). The solvent is O (water), O1CCCC1 (tetrahydrofuran), O (water), C([O-])([O-])=O.[Na+].[Na+] (sodium carbonate). Run at temperature 60 celsius, time 5 minute. The product is OCCNCC(=O)N1C2=C(SCC1)C=CC(=C2)[N+](=O)[O-] (2-(2-Hydroxyethylamino)-1-(6-nitro-2H-benzo[b][1,4]thiazin-4(3H)-yl)ethanone). As a reaction SMILES: [N+:1]([C:4]1[CH:13]=[CH:12][C:7]2[S:8][CH2:9][CH2:10][NH:11][C:6]=2[CH:5]=1)([O-:3])=[O:2].Cl[CH2:15][C:16](Cl)=[O:17].Cl.[NH2:20][CH2:21][CH2:22][OH:23]>O1CCCC1.O.C(=O)([O-])[O-].[Na+].[Na+]>[OH:17][CH2:16][CH2:15][NH:20][CH2:21][C:22]([N:11]1[CH2:10][CH2:9][S:8][C:7]2[CH:12]=[CH:13][C:4]([N+:1]([O-:3])=[O:2])=[CH:5][C:6]1=2)=[O:23] |f:6.7.8|. Reported procedure: To a stirred solution of 6-nitro-3,4-dihydro-2H-benzo[b][1,4]thiazine (500 mg, 2.55 mmol) in tetrahydrofuran (10 mL) was added 2-chloroacetyl chloride (302 mg, 2.68 mmol). The resulting mixture was stirred at 60° C. for 5 minutes. The reaction first turns cloudy then clarifies. At this time, the reaction was cooled to 0° C., and hydrogen chloride (4 M in dioxane; 5.10 mL, 20.38 mmol) and 2-aminoethanol (1.868 g, 30.6 mmol) were added to the reaction simultaneously in a dropwise fashion. The resu... The reactants are NCC(=O)N1C(CC(C1C1=C(C=CC=C1)F)S(=O)(=O)C1=CC=CC=C1)C(=O)OC(C)(C)C (tert-butyl (2RS,4SR,5RS)-1-(2-aminoacetyl)-5-(2-fluorophenyl)-4-(phenylsulphonyl)pyrrolidine-2-carboxylate), FC1=C(C=CC=C1)C1C(CC(N1C(CNC(NC=1C=C(C=CC1)CC(=O)O)=O)=O)C(=O)N1CCCC2=CC=CC=C12)S(=O)(=O)C1=CC=CC=C1 ((2RS,4RS,5SR)-3-{3-[2-(5-(2-fluorophenyl)-2-(1,2,3,4-tetrahydro-1-quinolylcarbonyl)-4-(phenylsulphonyl)-1-pyrrolidinyl)-2-oxoethyl]ureido}phenylacetic acid), N,N'-carbonyldiimidazole, NC=1C=C(C=CC1)C1=NN=NN1 (5-(3-aminophenyl)tetrazole). Run in ClCCCl (1,2-dichloroethane), [Na] (sodium). Product: C(C)(C)(C)OC(=O)C1N(C(C(C1)S(=O)(=O)C1=CC=CC=C1)C1=C(C=CC=C1)F)C(CNC(NC=1C=C(C=CC1)C1=NN=NN1)=O)=O ((2RS,4SR,5RS)-5-{3-[3-(2-(2-tert-butoxycarbonyl-5-(2-flurophenyl)-4-phenylsulphonyl-1-pyrrolidinyl)-2-oxoethyl)ureido]phenyl}tetrazole). RXN SMILES: [NH2:1][CH2:2][C:3]([N:5]1[CH:9]([C:10]2[CH:15]=[CH:14][CH:13]=[CH:12][C:11]=2[F:16])[CH:8]([S:17]([C:20]2[CH:25]=[CH:24][CH:23]=[CH:22][CH:21]=2)(=[O:19])=[O:18])[CH2:7][CH:6]1[C:26]([O:28][C:29]([CH3:32])([CH3:31])[CH3:30])=[O:27])=[O:4].[NH2:33][C:34]1[CH:35]=[C:36]([C:40]2[NH:44][N:43]=[N:42][N:41]=2)[CH:37]=[CH:38][CH:39]=1.FC1C=CC=CC=1C1N(C(=O)CNC(=O)NC2C=C(C[C:69](O)=[O:70])C=CC=2)C(C(N2C3C(=CC=CC=3)CCC2)=O)CC1S(C1C=CC=CC=1)(=O)=O>ClCCCl.[Na]>[C:29]([O:28][C:26]([CH:6]1[CH2:7][CH:8]([S:17]([C:20]2[CH:25]=[CH:24][CH:23]=[CH:22][CH:21]=2)(=[O:19])=[O:18])[CH:9]([C:10]2[CH:15]=[CH:14][CH:13]=[CH:12][C:11]=2[F:16])[N:5]1[C:3](=[O:4])[CH2:2][NH:1][C:69](=[O:70])[NH:33][C:34]1[CH:35]=[C:36]([C:40]2[NH:44][N:43]=[N:42][N:41]=2)[CH:37]=[CH:38][CH:39]=1)=[O:27])([CH3:32])([CH3:31])[CH3:30] |^1:98|. Procedure: A The reaction is carried out in a way analogous to that described in Example 16B, but from 2.3 g of tert-butyl (2RS,4SR,5RS)-1-(2-aminoacetyl)-5-(2-fluorophenyl)-4-(phenylsulphonyl)pyrrolidine-2-carboxylate, 0.9 g of N,N'-carbonyldiimidazole and 0.81 g of 5-(3-aminophenyl)tetrazole in 70 cm3 of 1,2-dichloroethane. After treatment, there is obtained 0.6 g of (2RS,4SR,5RS)-5-{3-[3-(2-(2-tert-butoxycarbonyl-5-(2-flurophenyl)-4-phenylsulphonyl-1-pyrrolidinyl)-2-oxoethyl)ureido]phenyl}tetrazole in t... Reactants: C(#N)C1(CCCC1)NC(CCCC)=O (N-(1-cyanocyclopentyl)pentanamide), solution, Cl (hydrogen chloride), C(CCC)O (butanol), C(CCC)O (butanol). Conditions: temperature 115 celsius, time 1 hour. Yields the product Cl.C(CCC)C=1NC2(C(N1)=O)CCCC2 (2-Butyl-1,3-diazaspiro[4.4]non-2-en-4-one monohydrochloride). Reaction SMILES: [C:1]([C:3]1([NH:8][C:9](=O)[CH2:10][CH2:11][CH2:12][CH3:13])[CH2:7][CH2:6][CH2:5][CH2:4]1)#[N:2].[ClH:15].C([OH:20])CCC>>[ClH:15].[CH2:10]([C:9]1[NH:8][C:3]2([CH2:7][CH2:6][CH2:5][CH2:4]2)[C:1](=[O:20])[N:2]=1)[CH2:11][CH2:12][CH3:13] |f:3.4|. Procedure details: 6.88 g (30 mmol) of N-(1-cyanocyclopentyl)pentanamide (content 84.7 percent), 16.66 g of dried butanol and 10.06 g (39 mmol) of a freshly-prepared 14.13 percent solution of hydrogen chloride in butanol were heated to the reflux point (preheated oil bath) under nitrogen, with stirring, and product precipitated out as soon as the internal temperature reached ca. 100° C. After 2.9 hours of reflux (115° C.), the mixture was cooled to 1° C. and left to stand for 1 hour at this temperature. The produc... Reactants: O=C([O-])[O-], CO, [K+], [K+], CC(C)C(O)(C#C[Si](C)(C)C)c1cncnc1. Yields the product C#CC(O)(c1cncnc1)C(C)C. RXN SMILES: [C:1](=[O:2])([O-:3])[O-:4].[CH3:24][OH:25].[K+:5].[K+:6].[OH:7][C:8]([C:9]#[C:10][Si:11]([CH3:12])([CH3:13])[CH3:14])([CH:15]([CH3:16])[CH3:17])[c:18]1[cH:19][n:20][cH:21][n:22][cH:23]1>>[OH:7][C:8]([C:9]#[CH:10])([CH:15]([CH3:16])[CH3:17])[c:18]1[cH:19][n:20][cH:21][n:22][cH:23]1. Reactants: N(N)C=1N=NC(=CN1)C1=CC=C(C=C1)F (3-hydrazino-6-(p-fluorophenyl)-1,2,4-triazine), C(C)(OCC)([O-])[O-] (ethyl orthoacetate). Run in CCCCCC (hexane). The product is FC1=CC=C(C=C1)C=1C=NC=2N(N1)C(=NN2)C (6-(p-Fluorophenyl)-3-methyl-1,2,4-triazolo[4,3-b]-1,2,4-triazine). As a reaction SMILES: [NH:1]([C:3]1[N:4]=[N:5][C:6]([C:9]2[CH:14]=[CH:13][C:12]([F:15])=[CH:11][CH:10]=2)=[CH:7][N:8]=1)[NH2:2].[C:16]([O-])([O-])(OCC)[CH3:17]>CCCCCC>[F:15][C:12]1[CH:11]=[CH:10][C:9]([C:6]2[CH:7]=[N:8][C:3]3[N:4]([C:16]([CH3:17])=[N:2][N:1]=3)[N:5]=2)=[CH:14][CH:13]=1. Reported procedure: A mixture of 3.09 g. of 3-hydrazino-6-(p-fluorophenyl)-1,2,4-triazine and 35 ml. of ethyl orthoacetate is refluxed for 4 hours, cooled, poured into hexane and the solid is collected, and washed with ethanol giving the desired product as a brown solid, m.p. 147°-150° C. Reactants: COC=1C(=C(C(C2=CC=CC=C2)(C2=CC=CC=C2)Cl)C=CC1)OC (dimethoxytrityl chloride), C(C)O (ethanol), C(=O)(O)C=1C=C2C(C(=O)N(C2=O)CCNC(=O)OCCCCCCO)=CC1 (1-[(4-carboxyphthalimidylethyl)aminocarbonyl]oxy-6-hexanol), C(=O)(O)C=1C=C2C(C(=O)N(C2=O)CCNC(=O)OCCCCCCO)=CC1 (1-[(4-carboxyphthalimidylethyl)aminocarbonyl]oxy-6-hexanol), COC=1C(=C(C(C2=CC=CC=C2)(C2=CC=CC=C2)Cl)C=CC1)OC (dimethoxytrityl chloride). The solvent is N1=CC=CC=C1 (pyridine). Conditions: time 2 hour. The product is C(=O)(O)C=1C=C2C(C(=O)N(C2=O)CCNC(=O)OCCCCCCOC(C2=C(C(=CC=C2)OC)OC)(C2=CC=CC=C2)C2=CC=CC=C2)=CC1 (1-[(4-Carboxyphthalimidylethyl)aminocarbonyl]oxy-O-(dimethoxytrityl)-6-hexanol). As a reaction SMILES: [C:1]([C:4]1[CH:5]=[C:6]2[C:11](=[O:12])[N:10]([CH2:13][CH2:14][NH:15][C:16]([O:18][CH2:19][CH2:20][CH2:21][CH2:22][CH2:23][CH2:24][OH:25])=[O:17])[C:8](=[O:9])[C:7]2=[CH:26][CH:27]=1)([OH:3])=[O:2].[CH3:28][O:29][C:30]1[C:31]([O:50][CH3:51])=[C:32]([CH:47]=[CH:48][CH:49]=1)[C:33](Cl)([C:40]1[CH:45]=[CH:44][CH:43]=[CH:42][CH:41]=1)[C:34]1[CH:39]=[CH:38][CH:37]=[CH:36][CH:35]=1.C(O)C>N1C=CC=CC=1>[C:1]([C:4]1[CH:5]=[C:6]2[C:11](=[O:12])[N:10]([CH2:13][CH2:14][NH:15][C:16]([O:18][CH2:19][CH2:20][CH2:21][CH2:22][CH2:23][CH2:24][O:25][C:33]([C:40]3[CH:45]=[CH:44][CH:43]=[CH:42][CH:41]=3)([C:34]3[CH:35]=[CH:36][CH:37]=[CH:38][CH:39]=3)[C:32]3[CH:47]=[CH:48][CH:49]=[C:30]([O:29][CH3:28])[C:31]=3[O:50][CH3:51])=[O:17])[C:8](=[O:9])[C:7]2=[CH:26][CH:27]=1)([OH:3])=[O:2]. Procedure: In an argon atmosphere, 1.02 g (2.70 mmol) of 1-[(4-carboxyphthalimidylethyl)aminocarbonyl]oxy-6-hexanol (compound 3a) was dissolved in 27 ml of pyridine. To the solution, 915 mg (2.70 mmol) of dimethoxytrityl chloride was added, and the mixture was stirred at room temperature. After 2 hours, 440 mg (1.30 mmol) of dimethoxytrityl chloride was further added to the reaction solution, and the mixture was stirred at room temperature for additional 2 hours. 5 ml of ethanol was added to the reaction s... Starting materials: COP(=O)(CN1C(CCC1=O)=O)CC(CC(C)C)C(N[C@@H](CC(C)C)C(NC)=O)=O ([(RS)-4-methyl-2-[[(S)-3-methyl-1-(methylcarbamoyl)butyl]carbamoyl]pentyl](succinimidomethyl)phosphinic acid methyl ester), Br[Si](C)(C)C (bromotrimethylsilane). Run in ClCCl (dichloromethane). Reaction conditions: time 1.5 hour. Yields the product CC(CC(CP(O)(=O)CN1C(CCC1=O)=O)C(N[C@@H](CC(C)C)C(NC)=O)=O)C ([(RS)-4-methyl-2-[[(S)-3-methyl-1-(methylcarbamoyl)butyl]carbamoyl]pentyl](succinimidomethyl)phosphinic acid). Isolated yield 96.4%. Reaction SMILES: C[O:2][P:3]([CH2:13][CH:14]([C:19](=[O:30])[NH:20][C@H:21]([C:26](=[O:29])[NH:27][CH3:28])[CH2:22][CH:23]([CH3:25])[CH3:24])[CH2:15][CH:16]([CH3:18])[CH3:17])([CH2:5][N:6]1[C:10](=[O:11])[CH2:9][CH2:8][C:7]1=[O:12])=[O:4].Br[Si](C)(C)C>ClCCl>[CH3:17][CH:16]([CH3:18])[CH2:15][CH:14]([C:19](=[O:30])[NH:20][C@H:21]([C:26](=[O:29])[NH:27][CH3:28])[CH2:22][CH:23]([CH3:24])[CH3:25])[CH2:13][P:3]([CH2:5][N:6]1[C:10](=[O:11])[CH2:9][CH2:8][C:7]1=[O:12])(=[O:2])[OH:4]. Procedure details: 60 mg of [(RS)-4-methyl-2-[[(S)-3-methyl-1-(methylcarbamoyl)butyl]carbamoyl]pentyl](succinimidomethyl)phosphinic acid methyl ester were dissolved in 5 ml of dichloromethane, 0.5 ml of bromotrimethylsilane was added and the mixture was stirred at room temperature for 1.5 hours. The solvent was removed by evaporation and the residue was then re-evaporated twice with 20 ml of acetone each time. The residue was dissolved in 5 ml of acetone and 0.25 ml of water. After standing at room temperature for...